From a dataset of the Open Reaction Database (ORD), a public repository of structured organic reaction records. describe an organic reaction: reactants, conditions, products, and yield Reactants: ClC1=NC2=C(C(=C(C=C2C=C1C(CC(=O)OCC)=O)F)F)F (ethyl 3-(2-chloro-6,7,8-trifluoro-3-quinolyl)-3-oxopropionate), COC(N(C)C)OC (N,N-dimethylformamide dimethyl acetal). The solvent is C(C)(=O)OCC (ethyl acetate). Run at temperature 75 celsius, time 2 hour. Yields the product ClC1=NC2=C(C(=C(C=C2C=C1C(=O)C(C(=O)OCC)=CN(C)C)F)F)F (Ethyl 2-(2-chloro-6,7,8-trifluoro-3-quinolinecarbonyl)-3-(dimethylamino)acrylate). Reaction SMILES: [Cl:1][C:2]1[C:11]([C:12](=[O:19])[CH2:13][C:14]([O:16][CH2:17][CH3:18])=[O:15])=[CH:10][C:9]2[C:4](=[C:5]([F:22])[C:6]([F:21])=[C:7]([F:20])[CH:8]=2)[N:3]=1.CO[CH:25](OC)[N:26]([CH3:28])[CH3:27]>C(OCC)(=O)C>[Cl:1][C:2]1[C:11]([C:12]([C:13](=[CH:25][N:26]([CH3:28])[CH3:27])[C:14]([O:16][CH2:17][CH3:18])=[O:15])=[O:19])=[CH:10][C:9]2[C:4](=[C:5]([F:22])[C:6]([F:21])=[C:7]([F:20])[CH:8]=2)[N:3]=1. Procedure details: A suspension of ethyl 3-(2-chloro-6,7,8-trifluoro-3-quinolyl)-3-oxopropionate (26.7 g) in ethyl acetate (270 cc) and N,N-dimethylformamide dimethyl acetal (32 cc) is heated to a temperature in the region of 75° C. with stirring for 2 hours. The reaction mixture is concentrated to dryness under reduced pressure (20 kPa) at approximately 50° C. The dry extract is taken up with isopropyl ether (175 cc), drained and washed with the same solvent (2×85 cc). Ethyl 2-(2-chloro-6,7,8-trifluoro-3-quinolin...